From a dataset of the Open Reaction Database (ORD), a public repository of structured organic reaction records. describe an organic reaction: reactants, conditions, products, and yield Starting materials: BrCCCCN1C(SC(C1=O)(C)C)C (3-(4-bromobutyl)-2,5,5-trimethyl-4-thiazolidinone), ClC1=CC2=C(C(=NS2)N2CCNCC2)C=C1 (6-chloro-1,2-benzisothiazol-3-yl piperazine), C(=O)([O-])[O-].[K+].[K+] (K2CO3), [Na+].[I-] (NaI). Solvent: CC#N (CH3CN). Run at temperature 80 celsius. Product: Cl.ClC1=CC2=C(C(=NS2)N2CCN(CC2)CCCCN2C(SC(C2=O)(C)C)C)C=C1 (3-[4-[1-(6-Chloro-1,2-benzisothiazol-3-yl)-4-piperazinyl]-butyl]-2,5,5-trimethyl-4-thiazolidinone hydrochloride). Yield: 132.1%. As a reaction SMILES: Br[CH2:2][CH2:3][CH2:4][CH2:5][N:6]1[C:10](=[O:11])[C:9]([CH3:13])([CH3:12])[S:8][CH:7]1[CH3:14].[Cl:15][C:16]1[CH:30]=[CH:29][C:19]2[C:20]([N:23]3[CH2:28][CH2:27][NH:26][CH2:25][CH2:24]3)=[N:21][S:22][C:18]=2[CH:17]=1.C([O-])([O-])=O.[K+].[K+].[Na+].[I-]>CC#N>[ClH:15].[Cl:15][C:16]1[CH:30]=[CH:29][C:19]2[C:20]([N:23]3[CH2:28][CH2:27][N:26]([CH2:2][CH2:3][CH2:4][CH2:5][N:6]4[C:10](=[O:11])[C:9]([CH3:13])([CH3:12])[S:8][CH:7]4[CH3:14])[CH2:25][CH2:24]3)=[N:21][S:22][C:18]=2[CH:17]=1 |f:2.3.4,5.6,8.9|. Procedure: A mixture of 3-(4-bromobutyl)-2,5,5-trimethyl-4-thiazolidinone (3.6 g), 6-chloro-1,2-benzisothiazol-3-yl piperazine (3.7 g), K2CO3 (4.0 g) and NaI (200 mg) in CH3CN (175 ml) was heated at 80° C. for 18 hours and the product was processed in substantially the same manner as in Example 10 to afford 4.714 g of product, m.p. 204°-206° C. Reactants: [BH4-], CS(C)=O, Cl, [Na+], O=C(O)Cc1ccc(N2C(=O)C3CCCCC3C2=O)cc1. The product is O=C(O)Cc1ccc(N2C(=O)C3CCCCC3C2O)cc1. Reaction SMILES: [BH4-:22].[CH3:25][S:26](=[O:27])[CH3:28].[ClH:24].[Na+:23].[O:1]=[C:2]1[N:3]([c:12]2[cH:13][cH:14][c:15]([CH2:18][C:19](=[O:20])[OH:21])[cH:16][cH:17]2)[C:4](=[O:11])[CH:5]2[CH2:6][CH2:7][CH2:8][CH2:9][CH:10]12>>[O:1]=[C:2]1[N:3]([c:12]2[cH:13][cH:14][c:15]([CH2:18][C:19](=[O:20])[OH:21])[cH:16][cH:17]2)[CH:4]([OH:11])[CH:5]2[CH2:6][CH2:7][CH2:8][CH2:9][CH:10]12.